This data is from the Open Reaction Database (ORD), a public repository of structured organic reaction records. The task is: describe an organic reaction: reactants, conditions, products, and yield Starting materials: COC(C)=O, C[Al](C)C, CC12C=CC(=O)C=C1CCC1C2CCC2(C)C(=O)CCC12, CCCCCC, Cc1cc(C(C)(C)C)c(O)c(C(C)(C)C)c1, C, O. The product is CC1=CC(=O)C=C2CCC3C4CCC(=O)C4(C)CCC3C12C. As a reaction SMILES: [C:49]([O:50][CH3:51])(=[O:52])[CH3:53].[CH3:1][Al:2]([CH3:3])[CH3:4].[CH3:22][C:23]12[C:24](=[O:42])[CH2:25][CH2:26][CH:27]1[CH:28]1[CH2:29][CH2:30][C:31]3=[CH:32][C:33](=[O:41])[CH:34]=[CH:35][C:36]3([CH3:37])[CH:38]1[CH2:39][CH2:40]2.[CH3:43][CH2:44][CH2:45][CH2:46][CH2:47][CH3:48].[CH3:5][c:6]1[cH:7][c:8]([C:9]([CH3:10])([CH3:11])[CH3:12])[c:13]([OH:14])[c:15]([C:16]([CH3:17])([CH3:18])[CH3:19])[cH:20]1.[CH4:21].[OH2:54]>>[CH3:5][C:35]1=[CH:34][C:33](=[O:41])[CH:32]=[C:31]2[CH2:30][CH2:29][CH:28]3[CH:27]4[C:23]([CH3:22])([C:24](=[O:42])[CH2:25][CH2:26]4)[CH2:40][CH2:39][CH:38]3[C:36]21[CH3:37].